From a dataset of the Open Reaction Database (ORD), a public repository of structured organic reaction records. describe an organic reaction: reactants, conditions, products, and yield Starting materials: CC1=C(C(=NO1)C1=CC=CC=C1)C(=O)NN (5-methyl-3-phenyl-isoxazole-4-carboxylic acid hydrazide), FC1=CC=C(C(=O)O)C=C1 (4-fluorobenzoic acid). Reported procedure: As described for example 2, 5-methyl-3-phenyl-isoxazole-4-carboxylic acid hydrazide (5.00 g, 23.0 mmol) was converted using 4-fluorobenzoic acid instead of o-toluic acid to the title compound (recrystallisation from tert-butylmethylether, 2.98 g, 40%) which was obtained as an off-white solid. MS: m/e=322.2 [M+H]+. The yield is 40.0%. As a reaction SMILES: [CH3:1][C:2]1[O:6][N:5]=[C:4]([C:7]2[CH:12]=[CH:11][CH:10]=[CH:9][CH:8]=2)[C:3]=1[C:13]([NH:15][NH2:16])=[O:14].[F:17][C:18]1[CH:26]=[CH:25][C:21]([C:22](O)=O)=[CH:20][CH:19]=1>>[F:17][C:18]1[CH:26]=[CH:25][C:21]([C:22]2[O:14][C:13]([C:3]3[C:4]([C:7]4[CH:12]=[CH:11][CH:10]=[CH:9][CH:8]=4)=[N:5][O:6][C:2]=3[CH3:1])=[N:15][N:16]=2)=[CH:20][CH:19]=1. The product is FC1=CC=C(C=C1)C=1OC(=NN1)C=1C(=NOC1C)C1=CC=CC=C1 (2-(4-Fluoro-phenyl)-5-(5-methyl-3-phenyl-isoxazol-4-yl)-[1,3,4]oxadiazole). The reactants are ClC1=CC=C(C=C1)SC1=C(C=C(C(=O)OCC)C=C1)[N+](=O)[O-] (ethyl 4-(4-chlorophenylthio)-3-nitrobenzoate), [OH-].[Na+] (sodium hydroxide). Run in C(C)O (ethanol), C1CCOC1 (THF). Conditions: time 4 hour. Yields the product ClC1=CC=C(C=C1)SC1=C(C=C(C(=O)O)C=C1)[N+](=O)[O-] (4-(4-Chlorophenylthio)-3-nitro-benzoic acid). Yield: 100.9%. As a reaction SMILES: [Cl:1][C:2]1[CH:7]=[CH:6][C:5]([S:8][C:9]2[CH:19]=[CH:18][C:12]([C:13]([O:15]CC)=[O:14])=[CH:11][C:10]=2[N+:20]([O-:22])=[O:21])=[CH:4][CH:3]=1.[OH-].[Na+]>C(O)C.C1COCC1>[Cl:1][C:2]1[CH:3]=[CH:4][C:5]([S:8][C:9]2[CH:19]=[CH:18][C:12]([C:13]([OH:15])=[O:14])=[CH:11][C:10]=2[N+:20]([O-:22])=[O:21])=[CH:6][CH:7]=1 |f:1.2|. Procedure details: The above-mentioned ethyl 4-(4-chlorophenylthio)-3-nitrobenzoate (760 mg, 2.25 mmol) was dissolved in a mixture of ethanol (5 mL) and THF (10 mL). After addition of 2M aqueous sodium hydroxide (2.25 mL, 4.50 mmol), the mixture was stirred at room temperature for 4 hours and placed under reduced pressure to distill the solvent off. To the residue were added water (20 mL) and 2M aqueous hydrochloric acid until the mixture reached pH 2. The precipitated crystalline product was collected by filtrati... Starting materials: CCCC(=O)c1cnc2c(OC)cccc2c1Cl, ClCCl, Cc1ccsc1N, C1COCCO1. The product is CCCC(=O)c1cnc2c(OC)cccc2c1Nc1sccc1C. RXN SMILES: [C:1]([CH2:2][CH2:3][CH3:4])(=[O:5])[c:6]1[cH:7][n:8][c:9]2[c:10]([O:17][CH3:18])[cH:11][cH:12][cH:13][c:14]2[c:15]1[Cl:16].[Cl:32][CH2:33][Cl:34].[NH2:19][c:20]1[s:21][cH:22][cH:23][c:24]1[CH3:25].[O:26]1[CH2:27][CH2:28][O:29][CH2:30][CH2:31]1>>[C:1]([CH2:2][CH2:3][CH3:4])(=[O:5])[c:6]1[cH:7][n:8][c:9]2[c:10]([O:17][CH3:18])[cH:11][cH:12][cH:13][c:14]2[c:15]1[NH:19][c:20]1[s:21][cH:22][cH:23][c:24]1[CH3:25]. The reactants are CCOC(C)=O, Cc1ccccc1, CO, [H][H], CN1C(=O)C(c2cn(C)c3ccccc23)=C(c2cn3c4c(cccc24)CCC3)C1=O. Product: CN1C(=O)C(c2cn(C)c3ccccc23)C(c2cn3c4c(cccc24)CCC3)C1=O. RXN SMILES: [CH2:42]([O:43][C:44](=[O:45])[CH3:46])[CH3:47].[CH3:33][c:34]1[cH:35][cH:36][cH:37][cH:38][cH:39]1.[CH3:40][OH:41].[H:31][H:32].[c:1]1([C:13]2=[C:17]([c:18]3[cH:19][n:20]([CH3:27])[c:21]4[cH:22][cH:23][cH:24][cH:25][c:26]34)[C:16](=[O:28])[N:15]([CH3:29])[C:14]2=[O:30])[cH:2][n:3]2[c:12]3[c:7]([cH:8][cH:9][cH:10][c:11]13)[CH2:6][CH2:5][CH2:4]2>>[c:1]1([CH:13]2[C:14](=[O:30])[N:15]([CH3:29])[C:16](=[O:28])[CH:17]2[c:18]2[cH:19][n:20]([CH3:27])[c:21]3[cH:22][cH:23][cH:24][cH:25][c:26]23)[cH:2][n:3]2[c:12]3[c:7]([cH:8][cH:9][cH:10][c:11]13)[CH2:6][CH2:5][CH2:4]2. The reactants are IC1=CC(=CC2=C1N(C=N2)C2=CC=CC=C2)C(F)(F)F (7-iodo-1-phenyl-5-trifluoromethylbenzimidazole), NC=1C=C(C=CC1)B(O)O (3-aminophenyl boronic acid), C([O-])([O-])=O.[Na+].[Na+] (sodium carbonate), C(CCO)O (1,3-propanediol). The reagents and catalysts are Cl[Pd]([P](C1=CC=CC=C1)(C2=CC=CC=C2)C3=CC=CC=C3)([P](C4=CC=CC=C4)(C5=CC=CC=C5)C6=CC=CC=C6)Cl (bis(triphenylphosphin)palladium dichloride). Solvent: O (water), C(OC)COC (dimethoxyethane). Yields the product NC=1C=C(C=CC1)C1=CC(=CC2=C1N(C=N2)C2=CC=CC=C2)C(F)(F)F (7-(3-Aminophenyl)-1-phenyl-5-trifluoromethylbenzimidazole). RXN SMILES: I[C:2]1[C:7]2[N:8]([C:11]3[CH:16]=[CH:15][CH:14]=[CH:13][CH:12]=3)[CH:9]=[N:10][C:6]=2[CH:5]=[C:4]([C:17]([F:20])([F:19])[F:18])[CH:3]=1.[NH2:21][C:22]1[CH:23]=[C:24](B(O)O)[CH:25]=[CH:26][CH:27]=1.C(=O)([O-])[O-].[Na+].[Na+].C(O)CCO>O.C(COC)OC.Cl[Pd](Cl)([P](C1C=CC=CC=1)(C1C=CC=CC=1)C1C=CC=CC=1)[P](C1C=CC=CC=1)(C1C=CC=CC=1)C1C=CC=CC=1>[NH2:21][C:22]1[CH:27]=[C:26]([C:2]2[C:7]3[N:8]([C:11]4[CH:16]=[CH:15][CH:14]=[CH:13][CH:12]=4)[CH:9]=[N:10][C:6]=3[CH:5]=[C:4]([C:17]([F:20])([F:19])[F:18])[CH:3]=2)[CH:25]=[CH:24][CH:23]=1 |f:2.3.4,^1:51,70|. Procedure: A mixture of 7-iodo-1-phenyl-5-trifluoromethylbenzimidazole (3.2 g, 8.2 mmol), 3-aminophenyl boronic acid (1.68 g, 12.3 mmol), sodium carbonate (5.68 g, 41 mmol), 1,3-propanediol (2.94 ml, 41 mmol) and bis(triphenylphosphin)palladium dichloride (200 mg, 0.28 mmol) in a mixture of water (13 ml) and dimethoxyethane (26 ml) was stirred at reflux overnight The cooled reaction mixture was partitioned between ethyl acetate and water, and the organic extract was purified by column chromatography on sil... Reactants: CC(C)(C)C(=O)O, CCOC(CC)(OCC)OCC, CCCC(OC)(OC)OC, CC#N, CCCc1nc2c(N)nc3ccccc3c2n1NC(C)C, NNc1c(N)cnc2ccccc12. Yields the product CCc1nc2c(N)nc3ccccc3c2n1NC(C)C. RXN SMILES: [C:1]([C:2]([OH:3])=[O:4])([CH3:5])([CH3:6])[CH3:7].[C:42]([O:43][CH2:44][CH3:45])([O:46][CH2:47][CH3:48])([O:49][CH2:50][CH3:51])[CH2:52][CH3:53].[C:54]([O:55][CH3:56])([O:57][CH3:58])([O:59][CH3:60])[CH2:61][CH2:62][CH3:63].[CH3:64][C:65]#[N:66].[CH:21]([CH3:22])([CH3:23])[NH:24][n:25]1[c:26]([CH2:39][CH2:40][CH3:41])[n:27][c:28]2[c:29]([NH2:38])[n:30][c:31]3[cH:32][cH:33][cH:34][cH:35][c:36]3[c:37]12.[NH2:8][c:9]1[cH:10][n:11][c:12]2[c:13]([c:14]1[NH:15][NH2:16])[cH:17][cH:18][cH:19][cH:20]2>>[CH:21]([CH3:22])([CH3:23])[NH:24][n:25]1[c:26]([CH2:39][CH3:40])[n:27][c:28]2[c:29]([NH2:38])[n:30][c:31]3[cH:32][cH:33][cH:34][cH:35][c:36]3[c:37]12. Reactants: BrB(Br)Br, ClC(Cl)Cl, CCOCCc1c(-c2ccccc2)nc(N)n2ncnc12, O. Yields the product Nc1nc(-c2ccccc2)c(CCBr)c2ncnn12. As a reaction SMILES: [B:22]([Br:23])([Br:24])[Br:25].[CH:27]([Cl:28])([Cl:29])[Cl:30].[O:1]([CH2:2][CH3:3])[CH2:4][CH2:5][c:6]1[c:7]2[n:8]([c:9]([NH2:18])[n:10][c:11]1-[c:12]1[cH:13][cH:14][cH:15][cH:16][cH:17]1)[n:19][cH:20][n:21]2.[OH2:26]>>[CH2:4]([CH2:5][c:6]1[c:7]2[n:8]([c:9]([NH2:18])[n:10][c:11]1-[c:12]1[cH:13][cH:14][cH:15][cH:16][cH:17]1)[n:19][cH:20][n:21]2)[Br:23].